This data is from the Open Reaction Database (ORD), a public repository of structured organic reaction records. The task is: describe an organic reaction: reactants, conditions, products, and yield The reactants are ClC1=C2C(C(NC2=CC=C1Cl)=O)=O (4,5-Dichloroisatin), O (water), OO (H2O2). The reagents and catalysts are OS(=O)(=O)O (H2SO4). The solvent is C(C)(=O)O (acetic acid). Run at temperature 70 celsius, time 2.5 hour. Product: ClC1=CC=C2C(C(=O)OC(N2)=O)=C1Cl (5,6-Dichloroisatoic anhydride). Isolated yield 89.6%. Reaction SMILES: [Cl:1][C:2]1[C:10]([Cl:11])=[CH:9][CH:8]=[C:7]2[C:3]=1[C:4](=[O:13])[C:5](=[O:12])[NH:6]2.[OH:14]O.O>C(O)(=O)C.OS(O)(=O)=O>[Cl:11][C:10]1[C:2]([Cl:1])=[C:3]2[C:4]([O:12][C:5](=[O:14])[NH:6][C:7]2=[CH:8][CH:9]=1)=[O:13]. Procedure details: To a suspension of 4,5-dichloroisatin (13f, 216 mg, 1.0 mmol) in glacial acetic acid (5 mL) and 2 drops (about 0.02 mL) of conc H2SO4 was added 0.34 mL (about 3 mmol) of 30% H2O2. The mixture was stirred at 70° C. (bath) for 2.5 h (the mixture turned into a solution, then formed a precipitate), allowed to cool to 22° C. and cold water (10 mL) was added. The precipitate was filtered, washed with water (6×10 mL), dried to give 208 mg (90%) of 14e as an orange-yellow powder, mp 267°-9° C. (dec). IR... Starting materials: CS(C)=O, CC(C)(O)C1CCN(Cc2ccc3nc(Cl)nc(N4CCOCC4)c3n2)CC1, FC(F)c1nc2ccccc2[nH]1. Product: CC(C)(O)C1CCN(Cc2ccc3nc(-n4c(C(F)F)nc5ccccc54)nc(N4CCOCC4)c3n2)CC1. Reaction SMILES: [CH3:41][S:42]([CH3:43])=[O:44].[Cl:1][c:2]1[n:3][c:4]([N:23]2[CH2:24][CH2:25][O:26][CH2:27][CH2:28]2)[c:5]2[c:6]([n:7]1)[cH:8][cH:9][c:10]([CH2:12][N:13]1[CH2:14][CH2:15][CH:16]([C:19]([CH3:20])([CH3:21])[OH:22])[CH2:17][CH2:18]1)[n:11]2.[F:29][CH:30]([c:31]1[n:32][c:33]2[c:34]([nH:35]1)[cH:36][cH:37][cH:38][cH:39]2)[F:40]>>[c:2]1(-[n:32]2[c:31]([CH:30]([F:29])[F:40])[n:35][c:34]3[c:33]2[cH:39][cH:38][cH:37][cH:36]3)[n:3][c:4]([N:23]2[CH2:24][CH2:25][O:26][CH2:27][CH2:28]2)[c:5]2[c:6]([n:7]1)[cH:8][cH:9][c:10]([CH2:12][N:13]1[CH2:14][CH2:15][CH:16]([C:19]([CH3:20])([CH3:21])[OH:22])[CH2:17][CH2:18]1)[n:11]2. The reactants are C(C)(C)(C)C=1C=C(C=C(C1O)C(C)(C)C)C1=C(C1=C(C#N)C#N)C1=CC(=C(C(=C1)C(C)(C)C)O)C(C)(C)C (1,2-Bis(3,5-di-tert-butyl-4-hydroxyphenyl)-3-dicyanomethylene cyclopropene). Reagents/catalysts: [Fe-3](C#N)(C#N)(C#N)(C#N)(C#N)C#N.[K+].[K+].[K+] (potassium ferricyanide). Solvent: [OH-].[K+] (KOH), C(Cl)(Cl)Cl (chloroform). Run at time 1 hour. The product is C(C)(C)(C)C1=CC(C=C(C1=O)C(C)(C)C)=C1C(C1=C(C#N)C#N)=C1C=C(C(C(=C1)C(C)(C)C)=O)C(C)(C)C (1,2-Bis(3,5-di-tert-butyl-4-oxo-2,5-cyclohexadiene-1-ylidene)-3-dicyanomethylenecyclopropane). Isolated yield 98.3%. As a reaction SMILES: [C:1]([C:5]1[CH:6]=[C:7]([C:16]2[C:18](=[C:19]([C:22]#[N:23])[C:20]#[N:21])[C:17]=2[C:24]2[CH:29]=[C:28]([C:30]([CH3:33])([CH3:32])[CH3:31])[C:27]([OH:34])=[C:26]([C:35]([CH3:38])([CH3:37])[CH3:36])[CH:25]=2)[CH:8]=[C:9]([C:12]([CH3:15])([CH3:14])[CH3:13])[C:10]=1[OH:11])([CH3:4])([CH3:3])[CH3:2]>[OH-].[K+].C(Cl)(Cl)Cl.[Fe-3](C#N)(C#N)(C#N)(C#N)(C#N)C#N.[K+].[K+].[K+]>[C:35]([C:26]1[C:27](=[O:34])[C:28]([C:30]([CH3:33])([CH3:32])[CH3:31])=[CH:29][C:24](=[C:17]2[C:18](=[C:19]([C:22]#[N:23])[C:20]#[N:21])[C:16]2=[C:7]2[CH:6]=[C:5]([C:1]([CH3:4])([CH3:3])[CH3:2])[C:10](=[O:11])[C:9]([C:12]([CH3:15])([CH3:14])[CH3:13])=[CH:8]2)[CH:25]=1)([CH3:36])([CH3:37])[CH3:38] |f:1.2,4.5.6.7|. Reported procedure: A solution of 1.00 g (3.04 mmol) of potassium ferricyanide in 20 ml of 1N KOH solution was added to a solution of 0.51 g (1.0 mmol) of 6a in 20 ml of chloroform. The deep blue two-phase mixture was stirred vigorously at room temperature for 1 hr under a nitrogen atmosphere. The organic layer was separated, washed with water, dried (MgSO4) and evaporated in vacuo to give 0.50 g (98%) of 5a as golden plates after recrystallization from hexane; mp 210-215° (dec); ir (KBr) 2960-2860(m), 2227(w), 221... Reactants: C(C1=CC=CC=C1)OC1=C(C=C(C(=C1)OCC1=CC=CC=C1)Cl)C1=NNC=C1 (3-(2,4-bis-benzyloxy-5-chloro-phenyl)-1H-pyrazole), IN1C(CCC1=O)=O (N-iodosuccinimide). Solvent: C(Cl)Cl (DCM). Conditions: time 2 hour. Yields the product C(C1=CC=CC=C1)OC1=C(C=C(C(=C1)OCC1=CC=CC=C1)Cl)C1=NNC=C1I (3-(2,4-bis-benzyloxy-5-chloro-phenyl)-4-iodo-1H-pyrazole). Yield: 100.3%. RXN SMILES: [CH2:1]([O:8][C:9]1[CH:14]=[C:13]([O:15][CH2:16][C:17]2[CH:22]=[CH:21][CH:20]=[CH:19][CH:18]=2)[C:12]([Cl:23])=[CH:11][C:10]=1[C:24]1[CH:28]=[CH:27][NH:26][N:25]=1)[C:2]1[CH:7]=[CH:6][CH:5]=[CH:4][CH:3]=1.[I:29]N1C(=O)CCC1=O>C(Cl)Cl>[CH2:1]([O:8][C:9]1[CH:14]=[C:13]([O:15][CH2:16][C:17]2[CH:22]=[CH:21][CH:20]=[CH:19][CH:18]=2)[C:12]([Cl:23])=[CH:11][C:10]=1[C:24]1[C:28]([I:29])=[CH:27][NH:26][N:25]=1)[C:2]1[CH:3]=[CH:4][CH:5]=[CH:6][CH:7]=1. Procedure details: To a mixture of 3-(2,4-bis-benzyloxy-5-chloro-phenyl)-1H-pyrazole (4.06 g 10.05 mmol) in DCM (50 ml) was added N-iodosuccinimide (2.35 g, 10.45 mmol) in bulk. The mixture was stirred at room temperature for two hours and then partitioned between water and DCM. The organics were washed with saturated sodium thiosulphate solution then water and dried in vacuo to give a yellow crystalline mass, which was triturated from ethyl acetate by the gradual addition, whilst stirring, of hexanes to give 3-(2... Reactants: CC1=C(C=CC=C1)NC(=S)N (N-(2-methylphenyl)thiourea), BrC(C(=O)OCC)C(C)C (ethyl 2-bromo-3-methylbutanoate). Product: C(C)(C)C1C(N=C(S1)NC1=C(C=CC=C1)C)=O (5-Isopropyl-2-[(2-methylphenyl)amino]-1,3-thiazol-4(5H)-one). Reaction SMILES: [CH3:1][C:2]1[CH:7]=[CH:6][CH:5]=[CH:4][C:3]=1[NH:8][C:9]([NH2:11])=[S:10].Br[CH:13]([CH:19]([CH3:21])[CH3:20])[C:14](OCC)=[O:15]>>[CH:19]([CH:13]1[S:10][C:9]([NH:8][C:3]2[CH:4]=[CH:5][CH:6]=[CH:7][C:2]=2[CH3:1])=[N:11][C:14]1=[O:15])([CH3:21])[CH3:20]. Procedure details: Synthesis was performed from N-(2-methylphenyl)thiourea and ethyl 2-bromo-3-methylbutanoate according to Method C. Reactants: C(=O)(OC(C)(C)C)N(C=1SC(=C(N1)C)C(\C=C\N(C)C)=O)C(=O)OC(C)(C)C ((E)-1-[2-(bis-Boc-Amino-)-4-methylthiazol-5-yl]-3-(dimethylamino)prop-2-en-1-one), C[O-].[Na+] (NaOMe), Cl (HCl), [OH-].[Na+] (NaOH). The solvent is CO (methanol). Product: C(=O)(OC(C)(C)C)NC=1SC(=C(N1)C)C(\C=C\N(C)C)=O ((E)-1-[2-(Boc-Amino-)-4-methylthiazol-5-yl]-3-(dimethylamino)prop-2-en-1-one). Yield: 110.8%. Reaction SMILES: [C:1]([N:8](C(OC(C)(C)C)=O)[C:9]1[S:10][C:11]([C:15](=[O:21])/[CH:16]=[CH:17]/[N:18]([CH3:20])[CH3:19])=[C:12]([CH3:14])[N:13]=1)([O:3][C:4]([CH3:7])([CH3:6])[CH3:5])=[O:2].C[O-].[Na+].[OH-].[Na+].Cl>CO>[C:1]([NH:8][C:9]1[S:10][C:11]([C:15](=[O:21])/[CH:16]=[CH:17]/[N:18]([CH3:19])[CH3:20])=[C:12]([CH3:14])[N:13]=1)([O:3][C:4]([CH3:7])([CH3:6])[CH3:5])=[O:2] |f:1.2,3.4|. Procedure details: A solution of enamino ketone 337 (859 mg, 2.09 mmol) in methanol (12 mL) was treated with NaOMe solution (25% ww, 1.9 ml). The reaction mixture refluxed for 24 hours, treated with NaOH solution (1M, 3 ml), cooled to the room temperature, carefully neutralized (pH 7.5-8) with 1M HCl and extracted with EtOAc. Extract was dried over MgSO4, filtered and evaporated to provide a residue corresponding to the title compound (721 mg, more than quantitative yield), which was used for the next step without... The reactants are C1(=CC=CC=C1)C=1N=C(NC1C1=CC=CC=C1)SCCCCCN(C(C1=CC=CC=C1)=O)CCCCCO (N-[5-(4,5-diphenyl-1H-imidazol-2-ylthio)pentyl]-N-(5-hydroxypentyl)-benzamide), C(Br)(Br)(Br)Br (carbon tetrabromide), C1(=CC=CC=C1)P(C1=CC=CC=C1)C1=CC=CC=C1 (triphenylphosphine). The product is BrCCCCCN(C(C1=CC=CC=C1)=O)CCCCCSC=1NC(=C(N1)C1=CC=CC=C1)C1=CC=CC=C1 (N-(5-bromopentyl)-N-[5-(4,5-diphenyl-1H-imidazol-2-ylthio)pentyl]-benzamide). Procedure: Part C. A solution of the alcohol prepared in Part B above (4.71 g, 8.93 mmol) and carbon tetrabromide (4.15 g, 12.5 mmol) in methylene chloride (30 mL) was cooled to 0° C., and treated with a solution of triphenylphosphine (3.28 g, 12.5 mmol) in methylene chloride (30 mL) dropwise. After stirring overnight, the solution was evaporated, and the residue was separated by flash chromatography (1:1 ethyl acetatehexane) to afford the product, N-(5-bromopentyl)-N-[5-(4,5-diphenyl-1H-imidazol-2-ylthio)... Run at temperature 0 celsius, time 8 hour. Reaction SMILES: [C:1]1([C:7]2[N:8]=[C:9]([S:18][CH2:19][CH2:20][CH2:21][CH2:22][CH2:23][N:24]([CH2:33][CH2:34][CH2:35][CH2:36][CH2:37]O)[C:25](=[O:32])[C:26]3[CH:31]=[CH:30][CH:29]=[CH:28][CH:27]=3)[NH:10][C:11]=2[C:12]2[CH:17]=[CH:16][CH:15]=[CH:14][CH:13]=2)[CH:6]=[CH:5][CH:4]=[CH:3][CH:2]=1.C(Br)(Br)(Br)[Br:40].C1(P(C2C=CC=CC=2)C2C=CC=CC=2)C=CC=CC=1>C(Cl)Cl>[Br:40][CH2:37][CH2:36][CH2:35][CH2:34][CH2:33][N:24]([CH2:23][CH2:22][CH2:21][CH2:20][CH2:19][S:18][C:9]1[NH:8][C:7]([C:1]2[CH:6]=[CH:5][CH:4]=[CH:3][CH:2]=2)=[C:11]([C:12]2[CH:17]=[CH:16][CH:15]=[CH:14][CH:13]=2)[N:10]=1)[C:25](=[O:32])[C:26]1[CH:27]=[CH:28][CH:29]=[CH:30][CH:31]=1. Solvent: C(Cl)Cl (methylene chloride), C(Cl)Cl (methylene chloride).